From a dataset of the Open Reaction Database (ORD), a public repository of structured organic reaction records. describe an organic reaction: reactants, conditions, products, and yield Starting materials: CCO, COC1CCN(CC#N)CC1. Yields the product COC1CCN(CCN)CC1. As a reaction SMILES: [CH3:12][CH2:13][OH:14].[CH3:1][O:2][CH:3]1[CH2:4][CH2:5][N:6]([CH2:9][C:10]#[N:11])[CH2:7][CH2:8]1>>[CH3:1][O:2][CH:3]1[CH2:4][CH2:5][N:6]([CH2:9][CH2:10][NH2:11])[CH2:7][CH2:8]1. Reactants: COC1=CC=C2CCC(C(C2=C1)=O)CC=1C=C(C=CC1)NS(=O)(=O)C(F)(F)F (N-(3-(7-methoxy-1-oxo-1,2,3,4-tetrahydronaphthalen-2-ylmethyl)phenyl]-trifluoromethanesulfonamide), [OH-].[Na+] (NaOH). The solvent is O (H2O), Br (HBr), C(C)(=O)O (acetic acid). Yields the product OC1=CC=C2CCC(C(C2=C1)=O)CC=1C=C(C=CC1)NS(=O)(=O)C(F)(F)F (N-(3-(7-hydroxy-1-oxo-1,2,3,4-tetrahydronaphthalen-2-ylmethyl)phenyl]-trifluoromethanesulfonamide). The yield is 99.2%. As a reaction SMILES: C[O:2][C:3]1[CH:12]=[C:11]2[C:6]([CH2:7][CH2:8][CH:9]([CH2:14][C:15]3[CH:16]=[C:17]([NH:21][S:22]([C:25]([F:28])([F:27])[F:26])(=[O:24])=[O:23])[CH:18]=[CH:19][CH:20]=3)[C:10]2=[O:13])=[CH:5][CH:4]=1.[OH-].[Na+]>Br.C(O)(=O)C.O>[OH:2][C:3]1[CH:12]=[C:11]2[C:6]([CH2:7][CH2:8][CH:9]([CH2:14][C:15]3[CH:16]=[C:17]([NH:21][S:22]([C:25]([F:28])([F:26])[F:27])(=[O:24])=[O:23])[CH:18]=[CH:19][CH:20]=3)[C:10]2=[O:13])=[CH:5][CH:4]=1 |f:1.2|. Procedure: A mixture of 439 mg (1.06 mmol) of the product of Example 30 in 8 mL 48% HBr and 8 mL acetic acid was heated to reflux for 75 minutes under N2. The reaction mixture was cooled to room temperature, diluted with 300 mL H2O, pH adjusted to 3-4 using 2N NaOH, and extracted with twice with 150 mL ethyl acetate. The ethyl acetate extracts were combined and washed once with brine and then dried over Na2SO4. Filtration, concentration and drying yielded 0.42 g of tan solid, which was purified by silica g... The reactants are O=C1CCC(=O)N1Br, CS(C)=O, Nc1cnc(-c2ccncc2F)c(-c2cccnc2)n1, O. Yields the product Nc1nc(-c2cccnc2)c(-c2ccncc2F)nc1Br. RXN SMILES: [Br:21][N:22]1[C:23](=[O:24])[CH2:25][CH2:26][C:27]1=[O:28].[CH3:29][S:30]([CH3:31])=[O:32].[F:1][c:2]1[cH:3][n:4][cH:5][cH:6][c:7]1-[c:8]1[n:9][cH:10][c:11]([NH2:20])[n:12][c:13]1-[c:14]1[cH:15][n:16][cH:17][cH:18][cH:19]1.[OH2:33]>>[F:1][c:2]1[cH:3][n:4][cH:5][cH:6][c:7]1-[c:8]1[n:9][c:10]([Br:21])[c:11]([NH2:20])[n:12][c:13]1-[c:14]1[cH:15][n:16][cH:17][cH:18][cH:19]1. The reactants are [Cl-].[NH4+] (ammonium chloride), O1CCCC1 (tetrahydrofuran), C(C)(=O)C1=CN(C=2C=NNC(C21)=O)COCC2=CC=CC=C2 (3-acetyl-1-benzyloxymethyl-1,5-dihydropyrrolo[2,3-d]pyridazin-4-one), C[Mg]Br (methyl magnesium bromide). The solvent is C(C)OCC (diethyl ether). Conditions: time 3 hour. The product is C(C1=CC=CC=C1)OCN1C=C(C2=C1C=NNC2=O)C(C)(C)O (1-Benzyloxymethyl-3-(1-hydroxy-1-methylethyl)-1,5-dihydropyrrolo[2,3-d]pyridazin-4-one). Isolated yield 93.0%. Reaction SMILES: O1CCC[CH2:2]1.[C:6]([C:9]1[C:17]2[C:16](=[O:18])[NH:15][N:14]=[CH:13][C:12]=2[N:11]([CH2:19][O:20][CH2:21][C:22]2[CH:27]=[CH:26][CH:25]=[CH:24][CH:23]=2)[CH:10]=1)(=[O:8])[CH3:7].C[Mg]Br.[Cl-].[NH4+]>C(OCC)C>[CH2:21]([O:20][CH2:19][N:11]1[C:12]2[CH:13]=[N:14][NH:15][C:16](=[O:18])[C:17]=2[C:9]([C:6]([OH:8])([CH3:2])[CH3:7])=[CH:10]1)[C:22]1[CH:27]=[CH:26][CH:25]=[CH:24][CH:23]=1 |f:3.4|. Procedure details: To 87 ml of tetrahydrofuran solution containing 1.69 g (5.7 mmol) of 3-acetyl-1-benzyloxymethyl-1,5-dihydropyrrolo[2,3-d]pyridazin-4-one obtained in Reference example 21-(c) was added dropwise 7.5 ml of 3M methyl magnesium bromide in diethyl ether solution under ice-cooling, and the mixture was stirred at room temperature for 3 hours. After completion of the reaction, a saturated aqueous solution of ammonium chloride was added to the reaction mixture, and the mixture was extracted with ethyl ace... Starting materials: COc1ncc(S(C)(=O)=O)cc1C(OC)OC, CC(C)=O, [Na+], [Na+], O=C([O-])[O-]. As a reaction SMILES: [CH3:1][O:2][CH:3]([c:4]1[c:5]([O:14][CH3:15])[n:6][cH:7][c:8]([S:10](=[O:11])(=[O:12])[CH3:13])[cH:9]1)[O:16][CH3:17].[CH3:24][C:25](=[O:26])[CH3:27].[Na+:18].[Na+:19].[O-:20][C:21](=[O:22])[O-:23]>>[O:2]=[CH:3][c:4]1[c:5]([O:14][CH3:15])[n:6][cH:7][c:8]([S:10](=[O:11])(=[O:12])[CH3:13])[cH:9]1. Yields the product COc1ncc(S(C)(=O)=O)cc1C=O. Reactants: BrC1=CC=C2CC3(C(C2=C1)=O)CCC1(CC3)OCCO1 (6″-Bromodispiro[1,3-dioxolane-2,1′-cyclohexane-4′,2″-inden]-1″(3″H)-one), BrC1=CC=C2CC3(C(C2=C1)=O)CCC1(CC3)OCCO1 (6″-Bromodispiro[1,3-dioxolane-2,1′-cyclohexane-4′,2″-inden]-1″(3″H)-one), CC(C)(C)S(=O)N (2-methylpropane-2-sulfinamide), CCOC(=O)C (EtOAc). The reagents and catalysts are [O-]CC.[Ti+4].[O-]CC.[O-]CC.[O-]CC (titanium ethoxide). The solvent is 2-Me THF, O (water). Run at time 2 hour. The product is BrC1=CC=C2CC3(C(C2=C1)=NS(=O)C(C)(C)C)CCC1(CC3)OCCO1 (N-(6″-Bromodispiro[1,3-dioxolane-2,1′-cyclohexane-4′,2″-inden]-1″(3″H)-ylidene)-2-methylpropane-2-sulfinamide). The yield is 69.3%. As a reaction SMILES: [Br:1][C:2]1[CH:10]=[C:9]2[C:5]([CH2:6][C:7]3([CH2:16][CH2:15][C:14]4([O:20][CH2:19][CH2:18][O:17]4)[CH2:13][CH2:12]3)[C:8]2=O)=[CH:4][CH:3]=1.[CH3:21][C:22]([S:25]([NH2:27])=[O:26])([CH3:24])[CH3:23].CCOC(C)=O>[O-]CC.[Ti+4].[O-]CC.[O-]CC.[O-]CC.O>[Br:1][C:2]1[CH:10]=[C:9]2[C:5]([CH2:6][C:7]3([CH2:16][CH2:15][C:14]4([O:20][CH2:19][CH2:18][O:17]4)[CH2:13][CH2:12]3)[C:8]2=[N:27][S:25]([C:22]([CH3:24])([CH3:23])[CH3:21])=[O:26])=[CH:4][CH:3]=1 |f:3.4.5.6.7|. Procedure details: 6″-Bromodispiro[1,3-dioxolane-2,1′-cyclohexane-4′,2″-inden]-1″(3″H)-one (Intermediate 71, 320 mg, 0.95 mmol), 2-methylpropane-2-sulfinamide (173 mg, 1.42 mmol) and titanium ethoxide (0.391 mL, 1.90 mmol) were dissolved in 2-Me THF (5 mL) and heated to reflux overnight. The reaction was stopped and was left to cool down to r.t. EtOAc and water were added under stirring. The mixture was left to stand still for 2 h. The organic phase was collected by filtration, dried using a phase separator and co... Reactants: ClCCl, ClP(Cl)Cl, Clc1ccccc1, O=C(O)c1cc(I)cc(I)c1O, C=C(c1ccccc1)c1ccc(N)cc1. The product is C=C(c1ccccc1)c1ccc(NC(=O)c2cc(I)cc(I)c2O)cc1. Reaction SMILES: [CH2:39]([Cl:40])[Cl:41].[Cl:28][P:29]([Cl:30])[Cl:31].[Cl:32][c:33]1[cH:34][cH:35][cH:36][cH:37][cH:38]1.[I:1][c:2]1[c:3]([OH:12])[c:4]([C:5](=[O:6])[OH:7])[cH:8][c:9]([I:11])[cH:10]1.[NH2:13][c:14]1[cH:15][cH:16][c:17]([C:20](=[CH2:21])[c:22]2[cH:23][cH:24][cH:25][cH:26][cH:27]2)[cH:18][cH:19]1>>[I:1][c:2]1[c:3]([OH:12])[c:4]([C:5](=[O:7])[NH:13][c:14]2[cH:15][cH:16][c:17]([C:20](=[CH2:21])[c:22]3[cH:23][cH:24][cH:25][cH:26][cH:27]3)[cH:18][cH:19]2)[cH:8][c:9]([I:11])[cH:10]1. The reactants are CCOC(=O)CC1(CCC(C=Cc2ccccc2OCc2ccc(OC(F)(F)F)cc2)Cc2ccc(C(=O)OC(C)(C)C)cc2)CC1, Cl, C1COCCO1. Yields the product CCOC(=O)CC1(CCC(C=Cc2ccccc2OCc2ccc(OC(F)(F)F)cc2)Cc2ccc(C(=O)O)cc2)CC1. Reaction SMILES: [CH2:2]([CH3:3])[O:4][C:5]([CH2:6][C:7]1([CH2:10][CH2:11][CH:12]([CH2:13][c:14]2[cH:15][cH:16][c:17]([C:18](=[O:19])[O:20][C:21]([CH3:22])([CH3:23])[CH3:24])[cH:25][cH:26]2)[CH:27]=[CH:28][c:29]2[c:30]([O:35][CH2:36][c:37]3[cH:38][cH:39][c:40]([O:43][C:44]([F:45])([F:46])[F:47])[cH:41][cH:42]3)[cH:31][cH:32][cH:33][cH:34]2)[CH2:8][CH2:9]1)=[O:48].[ClH:1].[O:49]1[CH2:50][CH2:51][O:52][CH2:53][CH2:54]1>>[CH2:2]([CH3:3])[O:4][C:5]([CH2:6][C:7]1([CH2:10][CH2:11][CH:12]([CH2:13][c:14]2[cH:15][cH:16][c:17]([C:18](=[O:19])[OH:20])[cH:25][cH:26]2)[CH:27]=[CH:28][c:29]2[c:30]([O:35][CH2:36][c:37]3[cH:38][cH:39][c:40]([O:43][C:44]([F:45])([F:46])[F:47])[cH:41][cH:42]3)[cH:31][cH:32][cH:33][cH:34]2)[CH2:8][CH2:9]1)=[O:48].